From a dataset of the Open Reaction Database (ORD), a public repository of structured organic reaction records. describe an organic reaction: reactants, conditions, products, and yield Reactants: ClC1=NC=CC(=N1)N(C1=CC2=C(N(C(=N2)NCC2=CC=C(C=C2)OC)C)C=C1)C (N5-(2-chloro-pyrimidin-4-yl)-N2-(4-methoxy-benzyl)-1,N5-dimethyl-1H-benzoimidazole-2,5-diamine), CS(=O)(=O)CCC=1C=C(C=CC1)N (3-(2-Methanesulfonyl-ethyl)-phenylamine). Product: Cl.CS(=O)(=O)CCC=1C=C(C=CC1)NC1=NC=CC(=N1)N(C1=CC2=C(N(C(=N2)NCC2=CC=C(C=C2)OC)C)C=C1)C (N5-{2-[3-(2-Methanesulfonyl-ethyl)-phenylamino]-pyrimidin-4-yl}-N2-(4-methoxy-benzyl)-1,N5-dimethyl-1H-benzoimidazole-2,5-diamine hydrochloride). RXN SMILES: [Cl:1][C:2]1[N:7]=[C:6]([N:8]([CH3:29])[C:9]2[CH:28]=[CH:27][C:12]3[N:13]([CH3:26])[C:14]([NH:16][CH2:17][C:18]4[CH:23]=[CH:22][C:21]([O:24][CH3:25])=[CH:20][CH:19]=4)=[N:15][C:11]=3[CH:10]=2)[CH:5]=[CH:4][N:3]=1.[CH3:30][S:31]([CH2:34][CH2:35][C:36]1[CH:37]=[C:38]([NH2:42])[CH:39]=[CH:40][CH:41]=1)(=[O:33])=[O:32]>>[ClH:1].[CH3:30][S:31]([CH2:34][CH2:35][C:36]1[CH:37]=[C:38]([NH:42][C:2]2[N:7]=[C:6]([N:8]([CH3:29])[C:9]3[CH:28]=[CH:27][C:12]4[N:13]([CH3:26])[C:14]([NH:16][CH2:17][C:18]5[CH:23]=[CH:22][C:21]([O:24][CH3:25])=[CH:20][CH:19]=5)=[N:15][C:11]=4[CH:10]=3)[CH:5]=[CH:4][N:3]=2)[CH:39]=[CH:40][CH:41]=1)(=[O:32])=[O:33] |f:2.3|. Procedure details: The title compound was prepared following the procedure of example two with N5-(2-chloro-pyrimidin-4-yl)-N2-(4-methoxy-benzyl)-1,N5-dimethyl-1H-benzoimidazole-2,5-diamine (82 mg, 0.20 mmol) and 3-(2-Methanesulfonyl-ethyl)-phenylamine (40 mg, 0.20 mmol) as a white solid (69 mg, 57%). 1H NMR (300 MHz, ds-DMSO) δ 9.08 (s, 1H), 7.76 (d, J=6.0 Hz, 2H), 7.59 (d, J=8.4 Hz, 1H), 7.28-7.34 (m, 3H), 7.08-7.23 (m, 3H), 6.79-6.89 (m, 4H), 5.61 (d, J=5.7 Hz, 1H), 4.52 (d, J=5.7 Hz, 2H), 3.72 (s, 3H), 3.55 (s...